From a dataset of the Open Reaction Database (ORD), a public repository of structured organic reaction records. describe an organic reaction: reactants, conditions, products, and yield The reactants are ClC=1C=C(N)C=CC1OC1=CC=CC=2CC(OC21)(C)C (3-chloro-4-(2,3-dihydro-2,2-dimethyl-7-benzofuranyloxy)aniline), FC1=C(C(=O)N=C=O)C(=CC=C1)F (2,6-difluorobenzoyl isocyanate). Solvent: C1(=CC=CC=C1)C (toluene), C1(=CC=CC=C1)C (toluene). Reaction conditions: temperature 70 celsius. The product is ClC=1C=C(C=CC1OC1=CC=CC=2CC(OC21)(C)C)NC(=O)NC(C2=C(C=CC=C2F)F)=O (1-(3-Chloro-4-[2,3-dihydro-2,2-dimethyl-7-benzofuranyloxy]phenyl)-3-(2,6-difluorobenzoyl) urea). Yield: 83.2%. Reaction SMILES: [Cl:1][C:2]1[CH:3]=[C:4]([CH:6]=[CH:7][C:8]=1[O:9][C:10]1[C:18]2[O:17][C:16]([CH3:20])([CH3:19])[CH2:15][C:14]=2[CH:13]=[CH:12][CH:11]=1)[NH2:5].[F:21][C:22]1[CH:32]=[CH:31][CH:30]=[C:29]([F:33])[C:23]=1[C:24]([N:26]=[C:27]=[O:28])=[O:25]>C1(C)C=CC=CC=1>[Cl:1][C:2]1[CH:3]=[C:4]([NH:5][C:27]([NH:26][C:24](=[O:25])[C:23]2[C:29]([F:33])=[CH:30][CH:31]=[CH:32][C:22]=2[F:21])=[O:28])[CH:6]=[CH:7][C:8]=1[O:9][C:10]1[C:18]2[O:17][C:16]([CH3:20])([CH3:19])[CH2:15][C:14]=2[CH:13]=[CH:12][CH:11]=1. Reported procedure: Solution containing 4.0 g (13.8 m moles) of 3-chloro-4-(2,3-dihydro-2,2-dimethyl-7-benzofuranyloxy)aniline in 45 ml of toluene was placed under an atmosphere of nitrogen and heated to 70° C. To this was added 3.79 g (20 m moles) of 2,6-difluorobenzoyl isocyanate in 5 ml of toluene via an addition funnel. The resulting mixture was heated for 45 min. and then cooled to room temperature. The mixture was further cooled below 0° C. in a freezer and then filtered. The collected solid was washed with c... Starting materials: C(CCCCCCCCCCCCCCC)Cl (cetyl chloride), Cl (hydrogen chloride), C(C=C)(=O)N (acrylamide), [Cl-].[Al+3].[Cl-].[Cl-] (aluminium chloride). The solvent is O (water), CC(=O)C (acetone). Run at time 5 minute. Yields the product C(CCCCCCCCCCCCCCC)NC(C=C)=O (N-cetylacrylamide). As a reaction SMILES: [CH2:1](Cl)[CH2:2][CH2:3][CH2:4][CH2:5][CH2:6][CH2:7][CH2:8][CH2:9][CH2:10][CH2:11][CH2:12][CH2:13][CH2:14][CH2:15][CH3:16].[C:18]([NH2:22])(=[O:21])[CH:19]=[CH2:20].[Cl-].[Al+3].[Cl-].[Cl-].Cl>O.CC(C)=O>[CH2:1]([NH:22][C:18](=[O:21])[CH:19]=[CH2:20])[CH2:2][CH2:3][CH2:4][CH2:5][CH2:6][CH2:7][CH2:8][CH2:9][CH2:10][CH2:11][CH2:12][CH2:13][CH2:14][CH2:15][CH3:16] |f:2.3.4.5|. Procedure details: In a 250 ml capacity conical flask 13 g cetyl chloride (0.05 M), 3.5 g acrylamide (0.05 M) and 50 ml acetone were placed to obtain a clear solution. The solution was stirred with a magnetic needle at room temperature. 6.5 g anhydrous aluminium chloride (0.05 M) was added and the reaction mixture was stirred at room temperature. After 5 to 10 minutes of stirring, vigorous evolution of hydrogen chloride took place which ceased after about 5 minutes. Temperature of the reaction mixture was raised t... Yields the product NC1=NC(=C(C(=N1)C=1OC(=CC1)Cl)C#N)OCC1=NC=CC=C1C (2-Amino-4-(5-chloro-furan-2-yl)-6-(3-methyl-pyridin-2-yl-methoxy)-pyrimidine-5-carbonitrile). Procedure details: From 2-amino-4-furan-2-yl-6-(3-methyl-pyridin-2-ylmethoxy)-pyrimidine-5-carbonitrile and N-chlorosuccinimide in DMF. ES-MS m/e (%): 344 (M{37Cl}+H+, 35), 342 (M{35Cl}+H+, 100). Starting materials: NC1=NC(=C(C(=N1)C=1OC=CC1)C#N)OCC1=NC=CC=C1C (2-amino-4-furan-2-yl-6-(3-methyl-pyridin-2-ylmethoxy)-pyrimidine-5-carbonitrile), M{35Cl} H+, ClN1C(CCC1=O)=O (N-chlorosuccinimide), M{37Cl} H+. RXN SMILES: [NH2:1][C:2]1[N:7]=[C:6]([C:8]2[O:9][CH:10]=[CH:11][CH:12]=2)[C:5]([C:13]#[N:14])=[C:4]([O:15][CH2:16][C:17]2[C:22]([CH3:23])=[CH:21][CH:20]=[CH:19][N:18]=2)[N:3]=1.[Cl:24]N1C(=O)CCC1=O>CN(C=O)C>[NH2:1][C:2]1[N:7]=[C:6]([C:8]2[O:9][C:10]([Cl:24])=[CH:11][CH:12]=2)[C:5]([C:13]#[N:14])=[C:4]([O:15][CH2:16][C:17]2[C:22]([CH3:23])=[CH:21][CH:20]=[CH:19][N:18]=2)[N:3]=1. The solvent is CN(C)C=O (DMF). Reactants: CC(C)O, Cl, NC(N)=S, N, BrCc1cccc(Oc2ccccc2)c1, O. Yields the product SCc1cccc(Oc2ccccc2)c1. As a reaction SMILES: [CH:22]([OH:23])([CH3:24])[CH3:25].[ClH:21].[NH2:16][C:17]([NH2:18])=[S:19].[NH3:20].[O:1]([c:2]1[cH:3][cH:4][cH:5][cH:6][cH:7]1)[c:8]1[cH:9][c:10]([CH2:11][Br:12])[cH:13][cH:14][cH:15]1.[OH2:26]>>[O:1]([c:2]1[cH:3][cH:4][cH:5][cH:6][cH:7]1)[c:8]1[cH:9][c:10]([CH2:11][SH:19])[cH:13][cH:14][cH:15]1. Starting materials: [BH4-], C1CCOC1, CC1=C(CC(=O)Cl)c2cc(N(C)C)ccc2C1=Cc1ccc(S(C)(=O)=O)cc1, [Li+]. The product is CC1=C(CCO)c2cc(N(C)C)ccc2C1=Cc1ccc(S(C)(=O)=O)cc1. RXN SMILES: [BH4-:1].[CH2:31]1[O:32][CH2:33][CH2:34][CH2:35]1.[CH3:3][S:4](=[O:5])(=[O:6])[c:7]1[cH:8][cH:9][c:10]([CH:11]=[C:12]2[C:13]([CH3:28])=[C:14]([CH2:24][C:25](=[O:26])[Cl:27])[c:15]3[cH:16][c:17]([N:21]([CH3:22])[CH3:23])[cH:18][cH:19][c:20]32)[cH:29][cH:30]1.[Li+:2]>>[CH3:3][S:4](=[O:5])(=[O:6])[c:7]1[cH:8][cH:9][c:10]([CH:11]=[C:12]2[C:13]([CH3:28])=[C:14]([CH2:24][CH2:25][OH:26])[c:15]3[cH:16][c:17]([N:21]([CH3:22])[CH3:23])[cH:18][cH:19][c:20]32)[cH:29][cH:30]1. The reactants are CCOC(=O)C(O)c1ccc(OC)c(OC)c1, BrP(Br)Br, c1ccccc1. Product: CCOC(=O)C(Br)c1ccc(OC)c(OC)c1. As a reaction SMILES: [OH:1][CH:2]([C:3](=[O:4])[O:5][CH2:6][CH3:7])[c:8]1[cH:9][c:10]([O:16][CH3:17])[c:11]([O:14][CH3:15])[cH:12][cH:13]1.[P:18]([Br:19])([Br:20])[Br:21].[cH:22]1[cH:23][cH:24][cH:25][cH:26][cH:27]1>>[CH:2]([C:3](=[O:4])[O:5][CH2:6][CH3:7])([c:8]1[cH:9][c:10]([O:16][CH3:17])[c:11]([O:14][CH3:15])[cH:12][cH:13]1)[Br:19]. Reaction conditions: temperature -10 celsius, time 3 hour. Reactants: S(=O)(=O)([O-])[O-].[Na+].[Na+] (sodium sulphate), [H-].C(C(C)C)[Al+]CC(C)C (Diisobutylaluminium hydride), COC=1CC2CCC(C2CC1)=O (3-methoxybicyclo[4,3,0]non-3-en-7-one), CO (methanol). Isolated yield 79.0%. Procedure: Diisobutylaluminium hydride (28.5 ml) was added dropwise to a stirred solution of 3-methoxybicyclo[4,3,0]non-3-en-7-one (20 g; prepared as described in Reference Example 1) in diethyl ether (600 ml), with cooling to -10° C. The resulting solution was stirred at 0° C. for 3 hours and then it was treated with methanol (20 ml). A gelatinous precipitate was formed, and the mixture was then treated with anhydrous sodium sulphate (200 g) and filtered with the aid of diatomaceous earth. The filtrate wa... Reaction SMILES: [H-].C([Al+]CC(C)C)C(C)C.[CH3:11][O:12][C:13]1[CH2:14][CH:15]2[CH:19]([CH2:20][CH:21]=1)[C:18](=[O:22])[CH2:17][CH2:16]2.CO.S([O-])([O-])(=O)=O.[Na+].[Na+]>C(OCC)C>[OH:22][CH:18]1[CH2:17][CH2:16][CH:15]2[CH:19]1[CH2:20][CH:21]=[C:13]([O:12][CH3:11])[CH2:14]2 |f:0.1,4.5.6|. The solvent is C(C)OCC (diethyl ether). Yields the product OC1C2CC=C(CC2CC1)OC (7-hydroxy-3-methoxybicyclo[4,3,0]non-3-ene).